Task: describe an organic reaction: reactants, conditions, products, and yield. Dataset: the Open Reaction Database (ORD), a public repository of structured organic reaction records The reactants are C1=CC=C(C=C1)CN, C1=CC(=CC=C1NC2=NC=CC(=C2)Cl)F. The reagents and catalysts are CC(C)(C)[O-].[Na+], CC(C1CCCC1P(C2CCCCC2)C3CCCCC3)P(C(C)(C)C)C(C)(C)C.C1CCCC1.[Fe], CC(=O)O.CC(=O)O.[Pd]. The solvent is CC(=O)N(C)C. Run at temperature 100 celsius. Yields the product C1=CC=C(C=C1)CNC2=CC(=NC=C2)NC3=CC=C(C=C3)F. Isolated yield 74.4%. Procedure details: Phenylmethanamine (52.9 mg, 0.49 mmol), 4-chloro-N-(4-fluorophenyl)pyridin-2-amine (100 mg, 0.45 mmol) and sodium 2-methylpropan-2-olate (86 mg, 0.90 mmol) were suspended in DMA (2 mL) and sealed into a microwave tube. Nitrogen was bubbled through the reaction mixture for 5 minutes. (R)-(-)-1-[(S)-2-(DICYCLOHEXYLPHOSPHINO)FERROCENYL]ETHYLDI-T-BUTYLPHOSPHINE (29.9 mg, 0.05 mmol) and diacetoxypalladium (8.07 mg, 0.04 mmol) were added to the reaction mixture and nitrogen was bubbled through the rea...